This data is from the Open Reaction Database (ORD), a public repository of structured organic reaction records. The task is: describe an organic reaction: reactants, conditions, products, and yield The reactants are CCOP(=O)(Cc1ccc(Nc2ncc(C(F)(F)F)c(Cl)n2)c(OC)c1)OCC, CCOC(=O)C1CCC(c2ccc(N)c3c2CN(C)C3=O)CC1. Product: CCOC(=O)C1CCC(c2ccc(Nc3nc(Nc4ccc(CP(=O)(OCC)OCC)cc4OC)ncc3C(F)(F)F)c3c2CN(C)C3=O)CC1. RXN SMILES: [Cl:1][c:2]1[n:3][c:4]([NH:12][c:13]2[c:14]([O:28][CH3:29])[cH:15][c:16]([CH2:17][P:18]([O:19][CH2:20][CH3:21])([O:22][CH2:23][CH3:24])=[O:25])[cH:26][cH:27]2)[n:5][cH:6][c:7]1[C:8]([F:9])([F:10])[F:11].[NH2:30][c:31]1[cH:32][cH:33][c:34]([CH:42]2[CH2:43][CH2:44][CH:45]([C:48](=[O:49])[O:50][CH2:51][CH3:52])[CH2:46][CH2:47]2)[c:35]2[c:39]1[C:38](=[O:40])[N:37]([CH3:41])[CH2:36]2>>[c:2]1([NH:30][c:31]2[cH:32][cH:33][c:34]([CH:42]3[CH2:43][CH2:44][CH:45]([C:48](=[O:49])[O:50][CH2:51][CH3:52])[CH2:46][CH2:47]3)[c:35]3[c:39]2[C:38](=[O:40])[N:37]([CH3:41])[CH2:36]3)[n:3][c:4]([NH:12][c:13]2[c:14]([O:28][CH3:29])[cH:15][c:16]([CH2:17][P:18]([O:19][CH2:20][CH3:21])([O:22][CH2:23][CH3:24])=[O:25])[cH:26][cH:27]2)[n:5][cH:6][c:7]1[C:8]([F:9])([F:10])[F:11]. Starting materials: ClC=1C=NC=C(C1)OCCCCl (3-chloro-5-(3-chloropropoxy)pyridine), [OH-].[NH4+] (ammonium hydroxide). Run in CO (methanol). Run at temperature 100 celsius. Product: ClC=1C=C(C=NC1)OCCCN (3-(5-Chloro-3-pyridyloxy)propylamine). Isolated yield 63.4%. As a reaction SMILES: [Cl:1][C:2]1[CH:3]=[N:4][CH:5]=[C:6]([O:8][CH2:9][CH2:10][CH2:11]Cl)[CH:7]=1.[OH-].[NH4+:14]>CO>[Cl:1][C:2]1[CH:7]=[C:6]([O:8][CH2:9][CH2:10][CH2:11][NH2:14])[CH:5]=[N:4][CH:3]=1 |f:1.2|. Procedure details: The 3-chloro-5-(3-chloropropoxy)pyridine (5.74 g, 28.0 mmol) was dissolved in methanol (25 mL) and added to concentrated ammonium hydroxide solution (29.7%, 14.8 M, 55 mL) in a heavy-walled glass pressure-tube apparatus. The tube was sealed and the mixture was stirred and heated at 100° C. (oil bath temperature) for 6 h. After cooling, the mixture was concentrated by rotary evaporation. Saturated NaCl solution (10 mL) was added to the residue, and the solution (pH 6) was extracted with ether (3×... Reactants: C(C)O (ethanol), C1(CC1)N (Cyclopropylamine), CC=1C=C(C=C(C1)C)NC(=O)C=1C(=NC=CC1)SCC1=NC(=NC=C1)S(=O)C (N-(3,5-dimethylphenyl)-2-(2-methylsulfinylpyrimidin-4-ylmethylthio)pyridine-3-carboxamide). Run in C(C)(=O)OCC (ethyl acetate). Conditions: temperature 80 celsius, time 30 minute. Product: C1(CC1)NC1=NC=CC(=N1)CSC1=NC=CC=C1C(=O)NC1=CC(=CC(=C1)C)C (2-(2-Cyclopropylaminopyrimidin-4-ylmethylthio)-N-(3,5-dimethylphenyl)pyridine-3-carboxamide). Isolated yield 67.0%. As a reaction SMILES: [CH:1]1([NH2:4])[CH2:3][CH2:2]1.[CH3:5][C:6]1[CH:7]=[C:8]([NH:13][C:14]([C:16]2[C:17]([S:22][CH2:23][C:24]3[CH:29]=[CH:28][N:27]=[C:26](S(C)=O)[N:25]=3)=[N:18][CH:19]=[CH:20][CH:21]=2)=[O:15])[CH:9]=[C:10]([CH3:12])[CH:11]=1.C(O)C>C(OCC)(=O)C>[CH:1]1([NH:4][C:26]2[N:25]=[C:24]([CH2:23][S:22][C:17]3[C:16]([C:14]([NH:13][C:8]4[CH:9]=[C:10]([CH3:12])[CH:11]=[C:6]([CH3:5])[CH:7]=4)=[O:15])=[CH:21][CH:20]=[CH:19][N:18]=3)[CH:29]=[CH:28][N:27]=2)[CH2:3][CH2:2]1. Procedure details: Cyclopropylamine (6.0 mL) was added to N-(3,5-dimethylphenyl)-2-(2-methylsulfinylpyrimidin-4-ylmethylthio)pyridine-3-carboxamide (990 mg, 2.4 mmol, Compound No. 1-27), and the mixture was stirred for 30 minutes at 80° C. The reaction mixture was diluted with ethyl acetate (80 mL), washed twice with water (50 mL), and dried over anhydrous magnesium sulfate. The solvent was evaporated under reduced pressure, then the residue was purified by silica gel column chromatography to give 650 mg (recrysta... Starting materials: C(C)(=O)NC1=NN2C(C3=CC=CC=C3CC2)=N1 (2-Acetamido-5,6-dihydro-s-triazolo[5,1-a]isoquinoline), [H-].[Al+3].[Li+].[H-].[H-].[H-] (lithium aluminum hydride). Run in C(OC)COC (dimethoxyethane). The product is C(C)NC1=NN2C(C3=CC=CC=C3CC2)=N1 (2-Ethylamino-5,6-dihydro-s-triazolo[5,1-a]isoquinoline). Isolated yield 53.0%. RXN SMILES: [C:1]([NH:4][C:5]1[N:17]=[C:8]2[C:9]3[C:14]([CH2:15][CH2:16][N:7]2[N:6]=1)=[CH:13][CH:12]=[CH:11][CH:10]=3)(=O)[CH3:2].[H-].[Al+3].[Li+].[H-].[H-].[H-]>C(COC)OC>[CH2:1]([NH:4][C:5]1[N:17]=[C:8]2[C:9]3[C:14]([CH2:15][CH2:16][N:7]2[N:6]=1)=[CH:13][CH:12]=[CH:11][CH:10]=3)[CH3:2] |f:1.2.3.4.5.6|. Procedure details: 2-Acetamido-5,6-dihydro-s-triazolo[5,1-a]isoquinoline is reduced with lithium aluminum hydride at 0°-10° C in dimethoxyethane. Yield 53%, m.p. 100°-101° C. The reactants are O=S(=O)(Cl)c1cccc(Br)c1, CC(C)(C)OC(=O)C=Cc1cc[nH]c1, C1CCOC1, [H-], [Na+], O. Yields the product CC(C)(C)OC(=O)C=Cc1ccn(S(=O)(=O)c2cccc(Br)c2)c1. RXN SMILES: [Br:22][c:23]1[cH:24][c:25]([S:29](=[O:30])(=[O:31])[Cl:32])[cH:26][cH:27][cH:28]1.[C:8]([CH3:9])([CH3:10])([CH3:11])[O:12][C:13]([CH:14]=[CH:15][c:16]1[cH:17][nH:18][cH:19][cH:20]1)=[O:21].[CH2:3]1[O:4][CH2:5][CH2:6][CH2:7]1.[H-:2].[Na+:1].[OH2:33]>>[C:8]([CH3:9])([CH3:10])([CH3:11])[O:12][C:13]([CH:14]=[CH:15][c:16]1[cH:17][n:18]([S:29]([c:25]2[cH:24][c:23]([Br:22])[cH:28][cH:27][cH:26]2)(=[O:30])=[O:31])[cH:19][cH:20]1)=[O:21]. Yields the product COC1=C(C(=O)NC2(CN(CCC2)C)C2CCOCC2)C(=CC(=C1)C(F)(F)F)SC (rac-2-Methoxy-6-methylsulfanyl-N-[1-methyl-3-(tetrahydro-pyran-4-yl)-piperidin-3-yl]-4-trifluoromethyl-benzamide). Procedure details: In analogy to the procedure described for the synthesis of example 16, the title compound was prepared from rac-1-methyl-3-(tetrahydro-pyran-4-yl)-piperidin-3-ylamine (Example A.12) and 2-methoxy-6-methylsulfanyl-4-trifluoromethyl-benzoyl chloride (Example B6). MS (m/e): 447.2 (MH+). RXN SMILES: [CH3:1][N:2]1[CH2:7][CH2:6][CH2:5][C:4]([NH2:14])([CH:8]2[CH2:13][CH2:12][O:11][CH2:10][CH2:9]2)[CH2:3]1.[CH3:15][O:16][C:17]1[CH:25]=[C:24]([C:26]([F:29])([F:28])[F:27])[CH:23]=[C:22]([S:30][CH3:31])[C:18]=1[C:19](Cl)=[O:20]>>[CH3:15][O:16][C:17]1[CH:25]=[C:24]([C:26]([F:27])([F:28])[F:29])[CH:23]=[C:22]([S:30][CH3:31])[C:18]=1[C:19]([NH:14][C:4]1([CH:8]2[CH2:9][CH2:10][O:11][CH2:12][CH2:13]2)[CH2:5][CH2:6][CH2:7][N:2]([CH3:1])[CH2:3]1)=[O:20]. Reactants: CN1CC(CCC1)(C1CCOCC1)N (rac-1-methyl-3-(tetrahydro-pyran-4-yl)-piperidin-3-ylamine), COC1=C(C(=O)Cl)C(=CC(=C1)C(F)(F)F)SC (2-methoxy-6-methylsulfanyl-4-trifluoromethyl-benzoyl chloride).